From a dataset of the Open Reaction Database (ORD), a public repository of structured organic reaction records. describe an organic reaction: reactants, conditions, products, and yield Reactants: BrC=1N(C2=CC(=CC=C2C1C1CCCCC1)C(=O)OC)CCNC(=O)OC(C)(C)C (methyl 2-bromo-1-(2-tert-butoxycarbonylaminoethyl)-3-cyclohexyl-1H-indole-6-carboxylate), acid, C(O)([O-])=O.[Na+] (sodium hydrogen carbonate). The reagents and catalysts are C=1C=CC(=CC1)[P](C=2C=CC=CC2)(C=3C=CC=CC3)[Pd]([P](C=4C=CC=CC4)(C=5C=CC=CC5)C=6C=CC=CC6)([P](C=7C=CC=CC7)(C=8C=CC=CC8)C=9C=CC=CC9)[P](C=1C=CC=CC1)(C=1C=CC=CC1)C=1C=CC=CC1 (tetrakis(triphenylphosphine)palladium). Run in COCCOC (1,2-dimethoxyethane), O (water), O (Water). Reaction conditions: temperature 90 celsius, time 2 hour. Yields the product C(C)(C)(C)OC(=O)NCCN1C(=C(C2=CC=C(C=C12)C(=O)OC)C1CCCCC1)C1=C(C=CC=C1)C=O (methyl 1-(2-tert-butoxycarbonylaminoethyl)-3-cyclohexyl-2-(2-formylphenyl)-1H-indole-6-carboxylate). The yield is 171.5%. Reaction SMILES: Br[C:2]1[N:3]([CH2:21][CH2:22][NH:23][C:24]([O:26][C:27]([CH3:30])([CH3:29])[CH3:28])=[O:25])[C:4]2[C:9]([C:10]=1[CH:11]1[CH2:16][CH2:15][CH2:14][CH2:13][CH2:12]1)=[CH:8][CH:7]=[C:6]([C:17]([O:19][CH3:20])=[O:18])[CH:5]=2.[C:31](=[O:34])([O-])O.[Na+]>COCCOC.O.C1C=CC([P]([Pd]([P](C2C=CC=CC=2)(C2C=CC=CC=2)C2C=CC=CC=2)([P](C2C=CC=CC=2)(C2C=CC=CC=2)C2C=CC=CC=2)[P](C2C=CC=CC=2)(C2C=CC=CC=2)C2C=CC=CC=2)(C2C=CC=CC=2)C2C=CC=CC=2)=CC=1>[C:27]([O:26][C:24]([NH:23][CH2:22][CH2:21][N:3]1[C:4]2[C:9](=[CH:8][CH:7]=[C:6]([C:17]([O:19][CH3:20])=[O:18])[CH:5]=2)[C:10]([CH:11]2[CH2:16][CH2:15][CH2:14][CH2:13][CH2:12]2)=[C:2]1[C:4]1[CH:9]=[CH:8][CH:7]=[CH:6][C:5]=1[CH:31]=[O:34])=[O:25])([CH3:30])([CH3:29])[CH3:28] |f:1.2,^1:46,48,67,86|. Reported procedure: To a suspension of methyl 2-bromo-1-(2-tert-butoxycarbonylaminoethyl)-3-cyclohexyl-1H-indole-6-carboxylate (500 mg, 1.04 mmol), 2-formylphenylbononic acid (187 mg, 1.24 mmol) and sodium hydrogen carbonate (345 mg, 4.15 mmol) in 1,2-dimethoxyethane (5 ml) and water (2.5 ml) was added tetrakis(triphenylphosphine)palladium (60.0 mg, 0.05 mmol), and the mixture was stirred at 90° C. for 2 hr. Water was added to the reaction mixture and the mixture was extracted with ethyl acetate. The organic layer ... Reactants: B(O)(O)O (boric acid), Teflon, O.O.O.O.O.O.O.O.O.O.O.O.O.O.O.O.O.O.S(=O)(=O)([O-])[O-].[Al+3].S(=O)(=O)([O-])[O-].S(=O)(=O)([O-])[O-].[Al+3] (aluminum sulfate octadecahydrate), B(O)(O)O (boric acid), S(=O)(=O)([O-])[O-].[Al+3].S(=O)(=O)([O-])[O-].S(=O)(=O)([O-])[O-].[Al+3] (aluminum sulfate). Run in O (DI water). Run at time 5 minute. Yields the product S(=O)(=O)([O-])[O-].[Al+3].S(=O)(=O)([O-])[O-].S(=O)(=O)([O-])[O-].[Al+3].B(O)(O)O (Aluminum Sulfate Boric Acid). Reaction SMILES: [B:1]([OH:4])([OH:3])[OH:2].O.O.O.O.O.O.O.O.O.O.O.O.O.O.O.O.O.O.[S:23]([O-:27])([O-:26])(=[O:25])=[O:24].[Al+3:28].[S:29]([O-:33])([O-:32])(=[O:31])=[O:30].[S:34]([O-:38])([O-:37])(=[O:36])=[O:35].[Al+3].S([O-])([O-])(=O)=O.[Al+3].S([O-])([O-])(=O)=O.S([O-])([O-])(=O)=O.[Al+3]>O>[S:23]([O-:27])([O-:26])(=[O:25])=[O:24].[Al+3:28].[S:29]([O-:33])([O-:32])(=[O:31])=[O:30].[S:34]([O-:38])([O-:37])(=[O:36])=[O:35].[Al+3:28].[B:1]([OH:4])([OH:3])[OH:2] |f:1.2.3.4.5.6.7.8.9.10.11.12.13.14.15.16.17.18.19.20.21.22.23,24.25.26.27.28,30.31.32.33.34.35|. Procedure: Blend the polymer mixture in the blender for 5 minutes. Fully dissolve boric acid 0.1 g in 30 ml DI water. Dissolve 0.4 g aluminum sulfate octadecahydrate 20 ml DI water. Transfer boric acid solution and aluminum sulfate solution to the polymer solution and blend for 5 minutes to mix well. Pour the gel into a Teflon coated pan and dry in the oven at 60° C. Grind the dry film in a coffee grinder and sieve. Collect 300-800 μm fraction for testing. Starting materials: CC(C)(C)c1ccc(COc2ccccc2C=CC(CCc2ccc(C#N)cc2)Cc2ccc(C(=O)O)cc2)cc1, C1CCOC1, Cc1ccccc1, O=C(Cl)C(=O)Cl, Cl, NNC(N)=O, [Na+], CN(C)C=O, [OH-], O. Product: CC(C)(C)c1ccc(COc2ccccc2C=CC(CCc2ccc(C#N)cc2)Cc2ccc(C(=O)NNC(N)=O)cc2)cc1. RXN SMILES: [C:7]([CH3:8])([CH3:9])([CH3:10])[c:11]1[cH:12][cH:13][c:14]([CH2:15][O:16][c:17]2[c:18]([CH:23]=[CH:24][CH:25]([CH2:26][c:27]3[cH:28][cH:29][c:30]([C:31](=[O:32])[OH:33])[cH:34][cH:35]3)[CH2:36][CH2:37][c:38]3[cH:39][cH:40][c:41]([C:44]#[N:45])[cH:42][cH:43]3)[cH:19][cH:20][cH:21][cH:22]2)[cH:46][cH:47]1.[CH2:63]1[O:64][CH2:65][CH2:66][CH2:67]1.[CH3:56][c:57]1[cH:58][cH:59][cH:60][cH:61][cH:62]1.[Cl:1][C:2]([C:3]([Cl:4])=[O:5])=[O:6].[ClH:48].[NH2:49][NH:50][C:51](=[O:52])[NH2:53].[Na+:55].[O:69]=[CH:70][N:71]([CH3:72])[CH3:73].[OH-:54].[OH2:68]>>[C:7]([CH3:8])([CH3:9])([CH3:10])[c:11]1[cH:12][cH:13][c:14]([CH2:15][O:16][c:17]2[c:18]([CH:23]=[CH:24][CH:25]([CH2:26][c:27]3[cH:28][cH:29][c:30]([C:31](=[O:32])[NH:49][NH:50][C:51](=[O:52])[NH2:53])[cH:34][cH:35]3)[CH2:36][CH2:37][c:38]3[cH:39][cH:40][c:41]([C:44]#[N:45])[cH:42][cH:43]3)[cH:19][cH:20][cH:21][cH:22]2)[cH:46][cH:47]1. Reactants: O=C(O)C1CCCN1C(=O)OCc1ccccc1, CN(C)C=O, Cc1cc2c(c3ccc(=O)[nH]c13)OC(CN)C2, On1nnc2ccccc21. Yields the product Cc1cc2c(c3ccc(=O)[nH]c13)OC(CNC(=O)C1CCCN1C(=O)OCc1ccccc1)C2. RXN SMILES: [C:18](=[O:19])([O:20][CH2:21][c:22]1[cH:23][cH:24][cH:25][cH:26][cH:27]1)[N:28]1[CH:29]([C:30](=[O:31])[OH:32])[CH2:33][CH2:34][CH2:35]1.[CH3:46][N:47]([CH3:48])[CH:49]=[O:50].[NH2:1][CH2:2][CH:3]1[CH2:4][c:5]2[c:6]([c:7]3[cH:8][cH:9][c:10](=[O:16])[nH:11][c:12]3[c:13]([CH3:15])[cH:14]2)[O:17]1.[OH:36][n:37]1[c:38]2[c:39]([cH:40][cH:41][cH:42][cH:43]2)[n:44][n:45]1>>[NH:1]([CH2:2][CH:3]1[CH2:4][c:5]2[c:6]([c:7]3[cH:8][cH:9][c:10](=[O:16])[nH:11][c:12]3[c:13]([CH3:15])[cH:14]2)[O:17]1)[C:30]([CH:29]1[N:28]([C:18](=[O:19])[O:20][CH2:21][c:22]2[cH:23][cH:24][cH:25][cH:26][cH:27]2)[CH2:35][CH2:34][CH2:33]1)=[O:31]. Starting materials: CC(C)(C)OC(=O)N1CCC(c2ccc(COc3ccc(S(C)(=O)=O)cc3)nc2)CC1, ClCCl, O=C(O)C(F)(F)F. Product: CS(=O)(=O)c1ccc(OCc2ccc(C3CCNCC3)cn2)cc1. Reaction SMILES: [CH3:1][S:2](=[O:3])(=[O:4])[c:5]1[cH:6][cH:7][c:8]([O:9][CH2:10][c:11]2[n:12][cH:13][c:14]([CH:17]3[CH2:18][CH2:19][N:20]([C:23]([O:24][C:25]([CH3:26])([CH3:27])[CH3:28])=[O:29])[CH2:21][CH2:22]3)[cH:15][cH:16]2)[cH:30][cH:31]1.[Cl:39][CH2:40][Cl:41].[OH:32][C:33]([C:34]([F:35])([F:36])[F:37])=[O:38]>>[CH3:1][S:2](=[O:3])(=[O:4])[c:5]1[cH:6][cH:7][c:8]([O:9][CH2:10][c:11]2[n:12][cH:13][c:14]([CH:17]3[CH2:18][CH2:19][NH:20][CH2:21][CH2:22]3)[cH:15][cH:16]2)[cH:30][cH:31]1.